describe an organic reaction: reactants, conditions, products, and yield From a dataset of the Open Reaction Database (ORD), a public repository of structured organic reaction records. Starting materials: ClC=1C=C(C2=C(C=C(CCO2)C(=O)OC)C1)[N+](=O)[O-] (methyl 2,3-dihydro-7-chloro-9-nitro-1-benzoxepin-4-carboxylate), [Cl-].[NH4+] (ammonium chloride). Reagents/catalysts: [Fe] (iron). Solvent: CO (methanol), O (water). Run at time 6 hour. The product is ClC=1C=C(C2=C(C=C(CCO2)C(=O)OC)C1)N (methyl 2,3-dihydro-7-chloro-9-amino-1-benzoxepin-4-carboxylate). The yield is 55.1%. RXN SMILES: [Cl-].[NH4+].[Cl:3][C:4]1[CH:5]=[C:6]([N+:19]([O-])=O)[C:7]2[O:13][CH2:12][CH2:11][C:10]([C:14]([O:16][CH3:17])=[O:15])=[CH:9][C:8]=2[CH:18]=1>CO.O.[Fe]>[Cl:3][C:4]1[CH:5]=[C:6]([NH2:19])[C:7]2[O:13][CH2:12][CH2:11][C:10]([C:14]([O:16][CH3:17])=[O:15])=[CH:9][C:8]=2[CH:18]=1 |f:0.1|. Reported procedure: To a suspension of iron (reduced, 13.6 g) and ammonium chloride (1.6 g) in a mixture of methanol (140 ml) and water (50 ml) was added methyl 2,3-dihydro-7-chloro-9-nitro-1-benzoxepin-4-carboxylate (13.8 g) in portions under reflux. The reaction mixture was stirred for 6 hours under reflux. The iron powder was filtered off and the solvent was removed by concentration. The residue was diluted with ethyl acetate. The organic solvent was washed successively with saturated aqueous sodium bicarbonate ...